This data is from the Open Reaction Database (ORD), a public repository of structured organic reaction records. The task is: describe an organic reaction: reactants, conditions, products, and yield Reactants: CC(C)(C)OC(=O)N1CCCCC1C(=O)NC(C#N)Cc1ccc(-c2ccc(C#N)nc2)cc1, O=CO. Product: N#Cc1ccc(-c2ccc(CC(C#N)NC(=O)C3CCCCN3)cc2)cn1. As a reaction SMILES: [C:1](#[N:2])[CH:3]([CH2:4][c:5]1[cH:6][cH:7][c:8](-[c:11]2[cH:12][n:13][c:14]([C:17]#[N:18])[cH:15][cH:16]2)[cH:9][cH:10]1)[NH:19][C:20](=[O:21])[CH:22]1[N:23]([C:28]([O:29][C:30]([CH3:31])([CH3:32])[CH3:33])=[O:34])[CH2:24][CH2:25][CH2:26][CH2:27]1.[CH:35]([OH:36])=[O:37]>>[C:1](#[N:2])[CH:3]([CH2:4][c:5]1[cH:6][cH:7][c:8](-[c:11]2[cH:12][n:13][c:14]([C:17]#[N:18])[cH:15][cH:16]2)[cH:9][cH:10]1)[NH:19][C:20](=[O:21])[CH:22]1[NH:23][CH2:24][CH2:25][CH2:26][CH2:27]1. Starting materials: CN(C)CCCOC=1C=2C=CC=CC2N(N1)CC=3C=CC=CC3 (benzydamine), [Na] (sodium), C(C1=CC=CC=C1)N1N=C(C2=CC=CC=C12)O (1-benzyl-3-hydroxy-1H-indazole), ClCCCN(C)C (3-chloropropyldimethylamine), C(C1=CC=CC=C1)N1N=C(C2=CC=CC=C12)OCCCN(C)C (1-benzyl-3-[3-(dimethylamino)propoxy]-1H-indazole), CN(C)CCCOC=1C=2C=CC=CC2N(N1)CC=3C=CC=CC3.Cl (benzydamine hydrochloride), N1N=CC2=CC=CC=C12 (indazole), formula II, hydrochloride salt. Solvent: C=1(C(=CC=CC1)C)C (xylene). Yields the product C(C1=CC=CC=C1)N1N=C(C2=CC=CC=C12)OCCCN(C)C (1benzyl-3-[3-(dimethylamino)propoxy]-1H-indazole), Cl (hydrochloric acid). Reaction SMILES: N1C2C(=CC=CC=2)C=N1.[CH2:10]([N:17]1[C:25]2[C:20](=[CH:21][CH:22]=[CH:23][CH:24]=2)[C:19]([O:26][CH2:27][CH2:28][CH2:29][N:30]([CH3:32])[CH3:31])=[N:18]1)[C:11]1[CH:16]=[CH:15][CH:14]=[CH:13][CH:12]=1.CN(CCCOC1C2C=CC=CC=2N(CC2C=CC=CC=2)N=1)C.Cl.[Na].C(N1C2C(=CC=CC=2)C(O)=N1)C1C=CC=CC=1.[Cl:75]CCCN(C)C>C1(C)C(C)=CC=CC=1>[CH2:10]([N:17]1[C:25]2[C:20](=[CH:21][CH:22]=[CH:23][CH:24]=2)[C:19]([O:26][CH2:27][CH2:28][CH2:29][N:30]([CH3:31])[CH3:32])=[N:18]1)[C:11]1[CH:12]=[CH:13][CH:14]=[CH:15][CH:16]=1.[ClH:75] |f:2.3,^1:56|. Procedure details: As described in the aforementioned United States patent specification, indazole compounds embraced by the foregoing general formula II are biologically active in that some manifest analgesic, antiinflammatory and myorelaxing activity. Probably the best known of such compounds at the present time is 1-benzyl-3-[3-(dimethylamino)propoxy]-1H-indazole, commonly referred to as benzydamine, which in the form of the hydrochloride salt, is employed in chemotherapy as an analgesic, antipyretic and/or ant... Starting materials: COCCOC, N#Cc1nn(-c2c(Cl)cc(C(F)(F)F)cc2Cl)c(N)c1I, [Na+], [Na+], O=C([O-])[O-], O, c1ccc(P(c2ccccc2)(c2ccccc2)[Pd](P(c2ccccc2)(c2ccccc2)c2ccccc2)(P(c2ccccc2)(c2ccccc2)c2ccccc2)P(c2ccccc2)(c2ccccc2)c2ccccc2)cc1, OB(O)c1cccs1. The product is N#Cc1nn(-c2c(Cl)cc(C(F)(F)F)cc2Cl)c(N)c1-c1cccs1. RXN SMILES: [CH2:37]([CH2:38][O:39][CH3:40])[O:41][CH3:42].[NH2:1][c:2]1[c:3]([I:21])[c:4]([C:19]#[N:20])[n:5][n:6]1-[c:7]1[c:8]([Cl:18])[cH:9][c:10]([C:14]([F:15])([F:16])[F:17])[cH:11][c:12]1[Cl:13].[Na+:30].[Na+:31].[O-:32][C:33](=[O:34])[O-:35].[OH2:36].[cH:43]1[cH:44][cH:45][c:46]([P:47]([Pd:48]([P:49]([c:50]2[cH:51][cH:52][cH:53][cH:54][cH:55]2)([c:56]2[cH:57][cH:58][cH:59][cH:60][cH:61]2)[c:62]2[cH:63][cH:64][cH:65][cH:66][cH:67]2)([P:68]([c:69]2[cH:70][cH:71][cH:72][cH:73][cH:74]2)([c:75]2[cH:76][cH:77][cH:78][cH:79][cH:80]2)[c:81]2[cH:82][cH:83][cH:84][cH:85][cH:86]2)[P:87]([c:88]2[cH:89][cH:90][cH:91][cH:92][cH:93]2)([c:94]2[cH:95][cH:96][cH:97][cH:98][cH:99]2)[c:100]2[cH:101][cH:102][cH:103][cH:104][cH:105]2)([c:106]2[cH:107][cH:108][cH:109][cH:110][cH:111]2)[c:112]2[cH:113][cH:114][cH:115][cH:116][cH:117]2)[cH:118][cH:119]1.[s:22]1[c:23]([B:27]([OH:28])[OH:29])[cH:24][cH:25][cH:26]1>>[NH2:1][c:2]1[c:3](-[c:23]2[s:22][cH:26][cH:25][cH:24]2)[c:4]([C:19]#[N:20])[n:5][n:6]1-[c:7]1[c:8]([Cl:18])[cH:9][c:10]([C:14]([F:15])([F:16])[F:17])[cH:11][c:12]1[Cl:13].